Dataset: the Open Reaction Database (ORD), a public repository of structured organic reaction records. Task: describe an organic reaction: reactants, conditions, products, and yield Reactants: C(C)OC(COC1=C(C=C(C=C1)SC1=CC(=CC(=C1)OCCC1CCCCC1)Br)C)=O ({4-[3-Bromo-5-(2-cyclohexyl-ethoxy)-phenylsulfanyl]-2-methyl-phenoxy}-acetic acid ethyl ester), C(C#C)N1CCOCC1 (4-prop-2-ynyl-morpholine), C(C)OC(COC1=C(C=C(C=C1)SC1=CC(=CC(=C1)C#CC1=CC=C(C=C1)CO)OCCC1=CC=C(C=C1)Cl)C)=O ({4-[3-[2-(4-Chlorophenyl)-ethoxy]-5-(4-hydroxymethyl-phenylethynyl)-phenylsulfanyl]-2-methyl-phenoxy}-acetic acid ethyl ester). Yields the product C(C)OC(COC1=C(C=C(C=C1)SC1=CC(=CC(=C1)C#CCN1CCOCC1)OCCC1CCCCC1)C)=O ({4-[3-(2-Cyclohexyl-ethoxy)-5-(3-morpholin-4-yl-prop-1-ynyl)-phenylsulfanyl]-2-methyl-phenoxy}-acetic Acid Ethyl Ester). As a reaction SMILES: [CH2:1]([O:3][C:4](=[O:31])[CH2:5][O:6][C:7]1[CH:12]=[CH:11][C:10]([S:13][C:14]2[CH:19]=[C:18]([O:20][CH2:21][CH2:22][CH:23]3[CH2:28][CH2:27][CH2:26][CH2:25][CH2:24]3)[CH:17]=[C:16](Br)[CH:15]=2)=[CH:9][C:8]=1[CH3:30])[CH3:2].[CH2:32]([N:35]1[CH2:40][CH2:39][O:38][CH2:37][CH2:36]1)[C:33]#[CH:34].C(OC(=O)COC1C=CC(SC2C=C(C#CC3C=CC(CO)=CC=3)C=C(OCCC3C=CC(Cl)=CC=3)C=2)=CC=1C)C>>[CH2:1]([O:3][C:4](=[O:31])[CH2:5][O:6][C:7]1[CH:12]=[CH:11][C:10]([S:13][C:14]2[CH:15]=[C:16]([C:34]#[C:33][CH2:32][N:35]3[CH2:40][CH2:39][O:38][CH2:37][CH2:36]3)[CH:17]=[C:18]([O:20][CH2:21][CH2:22][CH:23]3[CH2:28][CH2:27][CH2:26][CH2:25][CH2:24]3)[CH:19]=2)=[CH:9][C:8]=1[CH3:30])[CH3:2]. Reported procedure: The title product was prepared from {4-[3-Bromo-5-(2-cyclohexyl-ethoxy)-phenylsulfanyl]-2-methyl-phenoxy}-acetic acid ethyl ester (300 mg; 0.59 mmol) and 4-prop-2-ynyl-morpholine (222.0 mg; 1.77 mmol) applying the procedure described for {4-[3-[2-(4-Chlorophenyl)-ethoxy]-5-(4-hydroxymethyl-phenylethynyl)-phenylsulfanyl]-2-methyl-phenoxy}-acetic acid ethyl ester. The crude product was purified by preparative HPLC (method B). Yield: 200 mg (30%). HPLC-MS: m/z: 551.8 (M)+; Rt: 2.35 min